From a dataset of the Open Reaction Database (ORD), a public repository of structured organic reaction records. describe an organic reaction: reactants, conditions, products, and yield Reactants: OCC=1N(C2=NC(=CC=C2N1)C1=CC=CC=C1)C (2-hydroxymethyl-3-methyl-5-phenylimidazo[5,4-b]pyridine), N(=NC(=O)N1CCCCC1)C(=O)N1CCCCC1 (1,1'-(azodicarbonyl)dipiperidine), OC1=CC=C(CC2C(N(C(S2)=O)C(C2=CC=CC=C2)(C2=CC=CC=C2)C2=CC=CC=C2)=O)C=C1 (5-(4-hydroxybenzyl)-3-triphenylmethylthiazolidine-2,4-dione), C(CCC)P(CCCC)CCCC (tributylphosphine). Run in C1=CC=CC=C1 (benzene). The product is CN1C(=NC=2C1=NC(=CC2)C2=CC=CC=C2)COC2=CC=C(CC1C(N(C(S1)=O)C(C1=CC=CC=C1)(C1=CC=CC=C1)C1=CC=CC=C1)=O)C=C2 (5-{4-(3-Methyl-5-phenyl-3H-imidazo[4,5-b]pyridin-2-ylmethoxy) benzyl}-3-triphenylmethylthiazolidine-2,4-dione). Yield: 62.9%. Reaction SMILES: [OH:1][CH2:2][C:3]1[N:4]([CH3:18])[C:5]2[C:10]([N:11]=1)=[CH:9][CH:8]=[C:7]([C:12]1[CH:17]=[CH:16][CH:15]=[CH:14][CH:13]=1)[N:6]=2.O[C:20]1[CH:52]=[CH:51][C:23]([CH2:24][CH:25]2[S:29][C:28](=[O:30])[N:27]([C:31]([C:44]3[CH:49]=[CH:48][CH:47]=[CH:46][CH:45]=3)([C:38]3[CH:43]=[CH:42][CH:41]=[CH:40][CH:39]=3)[C:32]3[CH:37]=[CH:36][CH:35]=[CH:34][CH:33]=3)[C:26]2=[O:50])=[CH:22][CH:21]=1.C(P(CCCC)CCCC)CCC.N(C(N1CCCCC1)=O)=NC(N1CCCCC1)=O>C1C=CC=CC=1>[CH3:18][N:4]1[C:5]2=[N:6][C:7]([C:12]3[CH:13]=[CH:14][CH:15]=[CH:16][CH:17]=3)=[CH:8][CH:9]=[C:10]2[N:11]=[C:3]1[CH2:2][O:1][C:20]1[CH:52]=[CH:51][C:23]([CH2:24][CH:25]2[S:29][C:28](=[O:30])[N:27]([C:31]([C:44]3[CH:49]=[CH:48][CH:47]=[CH:46][CH:45]=3)([C:38]3[CH:39]=[CH:40][CH:41]=[CH:42][CH:43]=3)[C:32]3[CH:37]=[CH:36][CH:35]=[CH:34][CH:33]=3)[C:26]2=[O:50])=[CH:22][CH:21]=1. Procedure: A procedure similar to that described in Preparation 4 was repeated, except that 0.5 g of 2-hydroxymethyl-3-methyl-5-phenylimidazo[5,4-b]pyridine (prepared as described in Preparation 110), 0.97 g of 5-(4-hydroxybenzyl)-3-triphenylmethylthiazolidine-2,4-dione, 0.57 ml of tributylphosphine, 0.53 g of 1,1'-(azodicarbonyl)dipiperidine and 50 ml of benzene were used. After working up the product as described in Preparation 4, the resulting crude product was purified by column chromatography through ... Starting materials: [N+](=O)([O-])C1=CC=C(O1)C1=NN(C=C1C#N)C1=NC=CC=C1 (3-(5-nitro-2-furyl)-1-(2-pyridyl)pyrazole-4-carbonitrile), S(O)(O)(=O)=O (sulfuric acid), ice. Solvent: O (water). Product: [N+](=O)([O-])C1=CC=C(O1)C1=NN(C=C1C(=O)N)C1=NC=CC=C1 (3-(5-nitro-2-furyl)-1-(2-pyridyl)pyrazole-4-carboxamide). Isolated yield 97.0%. As a reaction SMILES: [N+:1]([C:4]1[O:8][C:7]([C:9]2[C:13]([C:14]#[N:15])=[CH:12][N:11]([C:16]3[CH:21]=[CH:20][CH:19]=[CH:18][N:17]=3)[N:10]=2)=[CH:6][CH:5]=1)([O-:3])=[O:2].S(=O)(=O)(O)[OH:23]>O>[N+:1]([C:4]1[O:8][C:7]([C:9]2[C:13]([C:14]([NH2:15])=[O:23])=[CH:12][N:11]([C:16]3[CH:21]=[CH:20][CH:19]=[CH:18][N:17]=3)[N:10]=2)=[CH:6][CH:5]=1)([O-:3])=[O:2]. Procedure: Stir 2.3 g of 3-(5-nitro-2-furyl)-1-(2-pyridyl)pyrazole-4-carbonitrile with 4.4 ml of concentrated sulfuric acid for 15 hours at from 35° to 40° C. Pour the resulting solution onto 75 g of ice and water; separate the formed precipitate and wash it with water until it is no longer acid to obtain a 97% yield of 3-(5-nitro-2-furyl)-1-(2-pyridyl)pyrazole-4-carboxamide [m.p. 249.5° to 250.5° C (from dimethylformamide/methanol)]. The reactants are ClC1=NC=NC(=C1)C1=CC=C(C=C1)C(F)(F)F (4-chloro-6-(4-trifluoromethyl-phenyl)-pyrimidine), OC=1C=CC=C2C=CC=NC12 (8-hydroxyquinoline), [H-].[Na+] (NaH). The solvent is CN(C)C=O (DMF). Conditions: time 48 hour. Product: hexanes EtOAc, FC(C1=CC=C(C=C1)C1=CC(=NC=N1)OC=1C=CC=C2C=CC=NC12)(F)F (8-[6-(4-Trifluoromethyl-phenyl)-pyrimidin-4-yloxy]-quinoline). RXN SMILES: Cl[C:2]1[CH:7]=[C:6]([C:8]2[CH:13]=[CH:12][C:11]([C:14]([F:17])([F:16])[F:15])=[CH:10][CH:9]=2)[N:5]=[CH:4][N:3]=1.[OH:18][C:19]1[CH:20]=[CH:21][CH:22]=[C:23]2[C:28]=1[N:27]=[CH:26][CH:25]=[CH:24]2.[H-].[Na+]>CN(C=O)C>[F:15][C:14]([F:17])([F:16])[C:11]1[CH:12]=[CH:13][C:8]([C:6]2[N:5]=[CH:4][N:3]=[C:2]([O:18][C:19]3[CH:20]=[CH:21][CH:22]=[C:23]4[C:28]=3[N:27]=[CH:26][CH:25]=[CH:24]4)[CH:7]=2)=[CH:9][CH:10]=1 |f:2.3|. Reported procedure: To a 100-mL round-bottomed flask containing 4-chloro-6-(4-trifluoromethyl-phenyl)-pyrimidine, (Example 2(a), Method A), (0.30 g, 1.2 mmol) and 8-hydroxyquinoline (0.17 g, 1.2 mmol, Aldrich) in DMF (5 mL), was added NaH (56 mg, 1.4 mmol, 60% in mineral oil, Aldrich) at room temperature and the mixture was then stirred at room temperature for 48 h. After the solvent was removed in vacuum, EtOAc (25 mL) was added to the residue, and the mixture was washed with water (2×15 mL), dried over Na2SO4, fi... Reactants: NC=1C=C(C=CC1)C1=CC=CC=C1 (3-amino-biphenyl), ClC(=O)CCCCCCC(=O)OC (methyl 7-(chlorocarbonyl)heptanoate), O[Li].O (LiOH—H2O). Solvent: C1CCOC1.N1=CC=CC=C1 (THF pyridine). Conditions: time 16 hour. Product: C1(=CC=CC=C1)C=1C=C(C=CC1)NC(=O)CCCCCCC(=O)O (7-(3-(Phenyl)phenylcarbamoyl)heptanoic acid), solid. Isolated yield 86.0%. RXN SMILES: [NH2:1][C:2]1[CH:3]=[C:4]([C:8]2[CH:13]=[CH:12][CH:11]=[CH:10][CH:9]=2)[CH:5]=[CH:6][CH:7]=1.Cl[C:15]([CH2:17][CH2:18][CH2:19][CH2:20][CH2:21][CH2:22][C:23]([O:25]C)=[O:24])=[O:16].O[Li].O>C1COCC1.N1C=CC=CC=1>[C:8]1([C:4]2[CH:3]=[C:2]([NH:1][C:15]([CH2:17][CH2:18][CH2:19][CH2:20][CH2:21][CH2:22][C:23]([OH:25])=[O:24])=[O:16])[CH:7]=[CH:6][CH:5]=2)[CH:9]=[CH:10][CH:11]=[CH:12][CH:13]=1 |f:2.3,4.5|. Procedure: To a solution of 3-amino-biphenyl (315, 536 mg, 3.17 mmol) in THF/pyridine (2:1, 6 mL) was added methyl 7-(chlorocarbonyl)heptanoate (0.49 mL, 3.48 mmol), and the resulting solution was stirred at room temperature for 16 h. After dilution with saturated NaCl solution (15 mL) and extraction with ethyl acetate, the organic layer was dried over Na2SO4, filtered and concentrated. The residue was then dissolved in THF/methanol/H2O (1:1:2, 8 mL), followed by the treatment of LiOH—H2O (665 mg, 15.85 mm... Starting materials: C(C)OC(=O)C1C(CN(CC1)C(=O)OC(C)(C)C)=O (3-Oxo-piperidine-1,4-dicarboxylic acid 1-tert-butyl ester 4-ethyl ester), [BH4-].[Na+] (NaBH4). The solvent is C1CCOC1 (THF), CO (MeOH). Conditions: time 1 hour. Product: C(C)(C)(C)OC(=O)N1CC(C(CC1)CO)O (3-hydroxy-4-hydroxymethyl-piperidine-1-carboxylic acid tert-butyl ester). Yield: 77.4%. As a reaction SMILES: C([O:3][C:4]([CH:6]1[CH2:11][CH2:10][N:9]([C:12]([O:14][C:15]([CH3:18])([CH3:17])[CH3:16])=[O:13])[CH2:8][C:7]1=[O:19])=O)C.[BH4-].[Na+]>C1COCC1.CO>[C:15]([O:14][C:12]([N:9]1[CH2:10][CH2:11][CH:6]([CH2:4][OH:3])[CH:7]([OH:19])[CH2:8]1)=[O:13])([CH3:18])([CH3:16])[CH3:17] |f:1.2|. Procedure: To a stirred solution of 3-Oxo-piperidine-1,4-dicarboxylic acid 1-tert-butyl ester 4-ethyl ester (10 g) in a mixture of THF (100 mL) and MeOH (50 mL) was added NaBH4 in 10 lots over 1 h period. At the end of 1 h, TLC analysis (eluant: EtOAC) showed complete consumption of starting material. Removed solvent under reduced pressure, to the residue was added saturated NH4Cl solution (200 mL) and stirred for 1 h at rt. The aqueous layer was extracted with DCM (4×100 mL). The combined organic layer wa... The reactants are C(C=C)OC(=O)N1[C@@H](C[C@H](C1)OS(=O)(=O)C)CCOS(=O)(=O)C ((2R,4R)-1-Allyloxycarbonyl-4-methanesulfonyloxy-2-(2-methanesulfonyloxyethyl)pyrrolidine), [Si](C)(C)(C(C)(C)C)OCC=1N=CNC1 (4-(t-butyldimethylsilyloxymethyl)imidazol), CC(C)([O-])C.[K+] (potassium t-butoxide). Product: C(C=C)OC(=O)N1[C@@H](C[C@H](C1)OS(=O)(=O)C)CCN1C=NC(=C1)CO[Si](C)(C)C(C)(C)C ((2R,4R)-1-allyloxycarbonyl-2-[2-{4-(t-butyldimethylsilyloxymethyl)-imidazol-1-yl}ethyl]-4-methanesulfonyloxypyrrolidine). The yield is 136.7%. Reaction SMILES: [CH2:1]([O:4][C:5]([N:7]1[CH2:11][C@H:10]([O:12][S:13]([CH3:16])(=[O:15])=[O:14])[CH2:9][C@H:8]1[CH2:17][CH2:18]OS(C)(=O)=O)=[O:6])[CH:2]=[CH2:3].[Si:24]([O:31][CH2:32][C:33]1[N:34]=[CH:35][NH:36][CH:37]=1)([C:27]([CH3:30])([CH3:29])[CH3:28])([CH3:26])[CH3:25].CC(C)([O-])C.[K+]>>[CH2:1]([O:4][C:5]([N:7]1[CH2:11][C@H:10]([O:12][S:13]([CH3:16])(=[O:14])=[O:15])[CH2:9][C@H:8]1[CH2:17][CH2:18][N:36]1[CH:37]=[C:33]([CH2:32][O:31][Si:24]([C:27]([CH3:30])([CH3:29])[CH3:28])([CH3:25])[CH3:26])[N:34]=[CH:35]1)=[O:6])[CH:2]=[CH2:3] |f:2.3|. Reported procedure: (2R,4R)-1-Allyloxycarbonyl-4-methanesulfonyloxy-2-(2-methanesulfonyloxyethyl)pyrrolidine (13.2 g) was reacted with 4-(t-butyldimethylsilyloxymethyl)imidazol (8.30 g) and potassium t-butoxide (4.39 g) in substantially the same manner as Preparation 10-3) to give (2R,4R)-1-allyloxycarbonyl-2-[2-{4-(t-butyldimethylsilyloxymethyl)-imidazol-1-yl}ethyl]-4-methanesulfonyloxypyrrolidine (23.7 g) as a brown paste. The reactants are COC1OC(CC1)OC (2,5-dimethoxytetrahydrofuran), C[Si](OC(=CC(=C)O[Si](C)(C)C)OC)(C)C (1,3-bis(trimethylsiloxy)-1-methoxybuta-1,3-diene), C(=O)(O)[O-].[Na+] (NaHCO3). The reagents and catalysts are Cl[Ti](Cl)(Cl)Cl (TiCl4). Solvent: C(Cl)Cl (CH2Cl2), C(Cl)Cl (CH2Cl2). Run at time 30 minute. Product: C(=O)(OC)C1C2CCC(CC1=O)O2 (2-Carbomethoxy-8-oxabicyclo[3.2.1] octan-3-one). The yield is 37.0%. RXN SMILES: CO[CH:3]1[CH2:7][CH2:6][CH:5](OC)[O:4]1.C[Si](C)(C)[O:12][C:13]([O:22][CH3:23])=[CH:14][C:15]([O:17][Si](C)(C)C)=[CH2:16].C([O-])(O)=O.[Na+]>C(Cl)Cl.Cl[Ti](Cl)(Cl)Cl>[C:13]([CH:14]1[C:15](=[O:17])[CH2:16][CH:5]2[O:4][CH:3]1[CH2:7][CH2:6]2)([O:22][CH3:23])=[O:12] |f:2.3|. Procedure: To 2,5-dimethoxytetrahydrofuran (39.6 g, 0.3 mol) in CH2Cl2 (anhydrous, 200 mL) at -78° C. under nitrogen was added TiCl4 (66 mL, 0.6 mol). After stirring for 30 min, 1,3-bis(trimethylsiloxy)-1-methoxybuta-1,3-diene, 2, (78 g, 0.3 mol) in CH2Cl2 (anhydrous, 400 mL) was added at a rate such that the internal temperature was maintained below -55° C. The mixture was stirred for 3 h. Saturated NaHCO3 was added until the mixture was neutral to pH paper. The aqueous layer was extracted with ether (3×1... The reactants are [H-].[Na+] (Sodium hydride), COP(OC)(=O)C(OC1OCCCC1)C1=CC(=CC=C1)[N+](=O)[O-] ([(3-Nitro-phenyl)-(tetrahydro-pyran-2-yloxy)-methyl]-phosphonic acid dimethyl ester), N1=CC=C(C=C1)C=O (4-picolinaldehyde). The solvent is C1CCOC1 (THF). Reaction conditions: time 10 minute. The product is [N+](=O)([O-])C=1C=C(C=CC1)C(=CC1=CC=NC=C1)OC1OCCCC1 (4-[2-(3-nitro-phenyl)-2-(tetrahydro-pyran-2-yloxy)-vinyl]-pyridine). Isolated yield 110.0%. RXN SMILES: COP([CH:7]([C:15]1[CH:20]=[CH:19][CH:18]=[C:17]([N+:21]([O-:23])=[O:22])[CH:16]=1)[O:8][CH:9]1[CH2:14][CH2:13][CH2:12][CH2:11][O:10]1)(=O)OC.[H-].[Na+].[N:26]1[CH:31]=[CH:30][C:29]([CH:32]=O)=[CH:28][CH:27]=1>C1COCC1>[N+:21]([C:17]1[CH:16]=[C:15]([C:7]([O:8][CH:9]2[CH2:14][CH2:13][CH2:12][CH2:11][O:10]2)=[CH:32][C:29]2[CH:30]=[CH:31][N:26]=[CH:27][CH:28]=2)[CH:20]=[CH:19][CH:18]=1)([O-:23])=[O:22] |f:1.2|. Reported procedure: [(3-Nitro-phenyl)-(tetrahydro-pyran-2-yloxy)-methyl]-phosphonic acid dimethyl ester (40.7 g, 0.105 mol) was dissolved in dry THF (1 L) under nitrogen. Sodium hydride (60% suspension in mineral oil)(6.3 g, 0.158 mol, 1.5 eq) was added and the mixture was stirred for 10 minutes at room temperature. Neat 4-picolinaldehyde (10 mL, 0.105 mol, 1 eq) was then added dropwise and the mixture was heated to 60° C. and stirred at this temperature for 2.5 hours. The reaction mixture was concentrated under re... Reactants: NC1=C2C=C(N=CC2=CC=C1)C(=O)OC (methyl 5-aminoisoquinoline-3-carboxylate), C1(=CC=CC=C1)C (toluene), ClC1=C(C=CC(=C1)Cl)CN=C=O (2,4-dichloro-1-(isocyanatomethyl)benzene). The solvent is C1CCOC1 (THF), C1CCOC1 (THF). Run at time 16 hour. Yields the product ClC1=C(CNC(=O)NC2=C3C=C(N=CC3=CC=C2)C(=O)OC)C=CC(=C1)Cl (methyl 5-({[(2,4-dichlorobenzyl)amino]carbonyl}amino)isoquinoline-3-carboxylate). Yield: 72.6%. As a reaction SMILES: [NH2:1][C:2]1[CH:11]=[CH:10][CH:9]=[C:8]2[C:3]=1[CH:4]=[C:5]([C:12]([O:14][CH3:15])=[O:13])[N:6]=[CH:7]2.C1(C)C=CC=CC=1.[Cl:23][C:24]1[CH:29]=[C:28]([Cl:30])[CH:27]=[CH:26][C:25]=1[CH2:31][N:32]=[C:33]=[O:34]>C1COCC1>[Cl:23][C:24]1[CH:29]=[C:28]([Cl:30])[CH:27]=[CH:26][C:25]=1[CH2:31][NH:32][C:33]([NH:1][C:2]1[CH:11]=[CH:10][CH:9]=[C:8]2[C:3]=1[CH:4]=[C:5]([C:12]([O:14][CH3:15])=[O:13])[N:6]=[CH:7]2)=[O:34]. Procedure details: The product of Example 71B (0.156 g, 0.77 mmol) in THF:toluene (10 mL, 1:1) was treated with a solution of 2,4-dichloro-1-(isocyanatomethyl)benzene (0.195 g, 0.97 mmol) in THF (1.0 mL). After stirring for 16 hours at room temperature, the reaction mixture was concentrated under reduced pressure and the residue was triturated with diethyl ether to provide the title compound as a tan solid (0.226 g, 73%). MS (ESI+) m/z 404 (M+H)+; MS (ESI−) m/z 402 (M−H)−; 1H NMR (DMSO-d6, 300 MHz) δ 3.96 (s, 3H),... The reactants are CN(C(=O)NC1=NOC(=C1)C(C)(C)C)CCCC (1-methyl-1-butyl-3-(5-t-butyl-3-isoxazolyl)urea), C(C)I (ethyl iodide). Product: CN(C(=O)N(C1=NOC(=C1)C(C)(C)C)CC)CCCC (1-methyl-1-butyl-3-ethyl-3-(5-t-butyl-3-isoxazolyl)urea). As a reaction SMILES: [CH3:1][N:2]([CH2:15][CH2:16][CH2:17][CH3:18])[C:3]([NH:5][C:6]1[CH:10]=[C:9]([C:11]([CH3:14])([CH3:13])[CH3:12])[O:8][N:7]=1)=[O:4].[CH2:19](I)[CH3:20]>>[CH3:1][N:2]([CH2:15][CH2:16][CH2:17][CH3:18])[C:3]([N:5]([CH2:19][CH3:20])[C:6]1[CH:10]=[C:9]([C:11]([CH3:12])([CH3:13])[CH3:14])[O:8][N:7]=1)=[O:4]. Reported procedure: The reaction is effected as in Example 171 by using 1-methyl-1-butyl-3-(5-t-butyl-3-isoxazolyl)urea and ethyl iodide to give 1-methyl-1-butyl-3-ethyl-3-(5-t-butyl-3-isoxazolyl)urea as an oil boiling at 130° to 135° C (bath temperature)/0.25 mm Hg.